From a dataset of the Open Reaction Database (ORD), a public repository of structured organic reaction records. describe an organic reaction: reactants, conditions, products, and yield Starting materials: O=C([O-])O, COCCCN1CCOc2ccc(COC3CN(S(=O)(=O)c4ccc(C)cc4)CC(O)C3c3ccc(Oc4ccc5c(c4)OCCN5C)cc3)cc21, [H-], [Na+], [Na+], C1CCOC1, Cc1ccc(S(=O)(=O)OCCN(C)S(=O)(=O)c2ccc(C)cc2)cc1. Product: COCCCN1CCOc2ccc(COC3CN(S(=O)(=O)c4ccc(C)cc4)CC(OCCN(C)S(=O)(=O)c4ccc(C)cc4)C3c3ccc(Oc4ccc5c(c4)OCCN5C)cc3)cc21. Reaction SMILES: [C:80](=[O:81])([OH:82])[O-:83].[CH3:3][O:4][CH2:5][CH2:6][CH2:7][N:8]1[CH2:9][CH2:10][O:11][c:12]2[c:13]1[cH:14][c:15]([CH2:18][O:19][CH:20]1[CH:21]([c:37]3[cH:38][cH:39][c:40]([O:43][c:44]4[cH:45][c:46]5[c:47]([cH:53][cH:54]4)[N:48]([CH3:52])[CH2:49][CH2:50][O:51]5)[cH:41][cH:42]3)[CH:22]([OH:36])[CH2:23][N:24]([S:26](=[O:27])(=[O:28])[c:29]3[cH:30][cH:31][c:32]([CH3:35])[cH:33][cH:34]3)[CH2:25]1)[cH:16][cH:17]2.[H-:1].[Na+:2].[Na+:84].[O:85]1[CH2:86][CH2:87][CH2:88][CH2:89]1.[c:55]1([CH3:56])[cH:57][cH:58][c:59]([S:60]([O:61][CH2:65][CH2:66][N:67]([S:68](=[O:69])(=[O:70])[c:71]2[cH:72][cH:73][c:74]([CH3:77])[cH:75][cH:76]2)[CH3:78])(=[O:62])=[O:63])[cH:64][cH:79]1>>[CH3:3][O:4][CH2:5][CH2:6][CH2:7][N:8]1[CH2:9][CH2:10][O:11][c:12]2[c:13]1[cH:14][c:15]([CH2:18][O:19][CH:20]1[CH:21]([c:37]3[cH:38][cH:39][c:40]([O:43][c:44]4[cH:45][c:46]5[c:47]([cH:53][cH:54]4)[N:48]([CH3:52])[CH2:49][CH2:50][O:51]5)[cH:41][cH:42]3)[CH:22]([O:36][CH2:65][CH2:66][N:67]([S:68](=[O:69])(=[O:70])[c:71]3[cH:72][cH:73][c:74]([CH3:77])[cH:75][cH:76]3)[CH3:78])[CH2:23][N:24]([S:26](=[O:27])(=[O:28])[c:29]3[cH:30][cH:31][c:32]([CH3:35])[cH:33][cH:34]3)[CH2:25]1)[cH:16][cH:17]2. Starting materials: CN(C)C=O, CN1CCc2c(Cl)ccc([N+](=O)[O-])c2CC1, [H-], [Na+], Sc1ccccc1. The product is CN1CCc2c(Sc3ccccc3)ccc([N+](=O)[O-])c2CC1. RXN SMILES: [CH3:26][N:27]([CH3:28])[CH:29]=[O:30].[Cl:10][c:11]1[cH:12][cH:13][c:14]([N+:23](=[O:24])[O-:25])[c:15]2[c:21]1[CH2:20][CH2:19][N:18]([CH3:22])[CH2:17][CH2:16]2.[H-:8].[Na+:9].[SH:1][c:2]1[cH:3][cH:4][cH:5][cH:6][cH:7]1>>[S:1]([c:2]1[cH:3][cH:4][cH:5][cH:6][cH:7]1)[c:11]1[cH:12][cH:13][c:14]([N+:23](=[O:24])[O-:25])[c:15]2[c:21]1[CH2:20][CH2:19][N:18]([CH3:22])[CH2:17][CH2:16]2.